This data is from the Open Reaction Database (ORD), a public repository of structured organic reaction records. The task is: describe an organic reaction: reactants, conditions, products, and yield The reactants are C(C)[C@]1(CC(OCC=2C(N3CC=4C(=NC=5C=C(C=CC5C4)F)C3=CC21)=O)=O)O ((5R)-5-ethyl-9-fluoro-5-hydroxy-4,5,13,15-tetrahydro-1H,3H-oxepino[3′,4′:6,7]indolizino[1,2-b]quinoline-3,15-dione), C1(CCCCC1)CCC=O (3-cyclohexylpropanal). The product is C1(CCCCC1)CCC1=C2C(=NC=3C=C(C=CC13)F)C1=CC3=C(C(N1C2)=O)COC(C[C@]3(O)CC)=O ((5R)-12-(2-cyclohexylethyl)-5-ethyl-9-fluoro-5-hydroxy-4,5,13,15-tetrahydro-1H,3H-oxepino[3′,4′:6,7]indolizino[1,2-b]quinoline-3,15-dione). Reported procedure: The product of Example 84 is treated with 3-cyclohexylpropanal according to a procedure similar to Stage 95e in order to produce the expected solid. Reaction SMILES: [CH2:1]([C@:3]1([OH:28])[C:25]2[CH:24]=[C:23]3[N:10]([CH2:11][C:12]4[C:13]3=[N:14][C:15]3[CH:16]=[C:17]([F:22])[CH:18]=[CH:19][C:20]=3[CH:21]=4)[C:9](=[O:26])[C:8]=2[CH2:7][O:6][C:5](=[O:27])[CH2:4]1)[CH3:2].[CH:29]1([CH2:35][CH2:36]C=O)[CH2:34][CH2:33][CH2:32][CH2:31][CH2:30]1>>[CH:29]1([CH2:35][CH2:36][C:21]2[C:20]3[CH:19]=[CH:18][C:17]([F:22])=[CH:16][C:15]=3[N:14]=[C:13]3[C:23]4[N:10]([CH2:11][C:12]=23)[C:9](=[O:26])[C:8]2[CH2:7][O:6][C:5](=[O:27])[CH2:4][C@@:3]([CH2:1][CH3:2])([OH:28])[C:25]=2[CH:24]=4)[CH2:34][CH2:33][CH2:32][CH2:31][CH2:30]1.